This data is from the Open Reaction Database (ORD), a public repository of structured organic reaction records. The task is: describe an organic reaction: reactants, conditions, products, and yield The reactants are CS(=O)(=O)C1=NC=C(C=N1)C1=CC(=C(O1)C1=CC=NC=C1)C=1C=C2CCC(C2=CC1)=O (5-[5-(2-Methanesulfonylpyrimidin-5-yl)-2-pyridin-4ylfuran-3-yl]indan-1-one), CN1CCNCC1 (N-methylpiperazine). Solvent: CN(C=O)C (dimethylformamide). Reaction conditions: temperature 90 celsius. Product: CN1CCN(CC1)C1=NC=C(C=N1)C1=CC(=C(O1)C1=CC=NC=C1)C=1C=C2CCC(C2=CC1)=O (5-{5-[2-(4-Methylpiperazin-1-yl)pyrimidin-5-yl]-2-pyridin-4-ylfuran-3-yl}indan-1-one). Yield: 57.0%. As a reaction SMILES: CS([C:5]1[N:10]=[CH:9][C:8]([C:11]2[O:15][C:14]([C:16]3[CH:21]=[CH:20][N:19]=[CH:18][CH:17]=3)=[C:13]([C:22]3[CH:23]=[C:24]4[C:28](=[CH:29][CH:30]=3)[C:27](=[O:31])[CH2:26][CH2:25]4)[CH:12]=2)=[CH:7][N:6]=1)(=O)=O.[CH3:32][N:33]1[CH2:38][CH2:37][NH:36][CH2:35][CH2:34]1>CN(C)C=O>[CH3:32][N:33]1[CH2:38][CH2:37][N:36]([C:5]2[N:10]=[CH:9][C:8]([C:11]3[O:15][C:14]([C:16]4[CH:21]=[CH:20][N:19]=[CH:18][CH:17]=4)=[C:13]([C:22]4[CH:23]=[C:24]5[C:28](=[CH:29][CH:30]=4)[C:27](=[O:31])[CH2:26][CH2:25]5)[CH:12]=3)=[CH:7][N:6]=2)[CH2:35][CH2:34]1. Procedure: A solution of the product from Step 6 (0.15 g, 0.35 mmol) in dry dimethylformamide (2 ml) was treated with N-methylpiperazine (0.077 ml, 0.70 mmol) and heated at 90° C. for 2 hours. After cooling to room temperature the reaction mixture was applied to a SCX column and washed with methanol then a mixture of 0.880 ammonia/methanol (1:9). The basic fractions were combined and chromatographed on silica gel eluting with 0.880 ammonia/methanol/dichloromethane solution (0.5:4.5:95) to afford the title ... The reactants are CI, CC(C)(Cc1c[nH]c(-c2ccccc2)n1)[N+](=O)[O-], [K+], CN(C)C=O, [OH-]. Yields the product Cn1cc(CC(C)(C)[N+](=O)[O-])nc1-c1ccccc1. RXN SMILES: [CH3:1][I:2].[CH3:3][C:4]([CH2:5][c:6]1[n:7][c:8](-[c:11]2[cH:12][cH:13][cH:14][cH:15][cH:16]2)[nH:9][cH:10]1)([CH3:17])[N+:18](=[O:19])[O-:20].[K+:22].[O:23]=[CH:24][N:25]([CH3:26])[CH3:27].[OH-:21]>>[CH3:1][n:9]1[c:8](-[c:11]2[cH:12][cH:13][cH:14][cH:15][cH:16]2)[n:7][c:6]([CH2:5][C:4]([CH3:3])([CH3:17])[N+:18](=[O:19])[O-:20])[cH:10]1. The reactants are O=C(SC1C(O)C(CO)OC1n1ccc(=O)[nH]c1=O)c1ccccc1, CC(C)(C)[Si](C)(C)Cl, c1ccncc1, c1c[nH]cn1. The product is CC(C)(C)[Si](C)(C)OCC1OC(n2ccc(=O)[nH]c2=O)C(SC(=O)c2ccccc2)C1O. RXN SMILES: [C:1]([c:2]1[cH:3][cH:4][cH:5][cH:6][cH:7]1)(=[O:8])[S:9][CH:10]1[CH:11]([n:18]2[c:19](=[O:20])[nH:21][c:22](=[O:23])[cH:24][cH:25]2)[O:12][CH:13]([CH2:16][OH:17])[CH:14]1[OH:15].[C:31]([CH3:32])([CH3:33])([CH3:34])[Si:35]([CH3:36])([CH3:37])[Cl:38].[cH:39]1[cH:40][cH:41][n:42][cH:43][cH:44]1.[nH:26]1[cH:27][cH:28][n:29][cH:30]1>>[C:1]([c:2]1[cH:3][cH:4][cH:5][cH:6][cH:7]1)(=[O:8])[S:9][CH:10]1[CH:11]([n:18]2[c:19](=[O:20])[nH:21][c:22](=[O:23])[cH:24][cH:25]2)[O:12][CH:13]([CH2:16][O:17][Si:35]([C:31]([CH3:32])([CH3:33])[CH3:34])([CH3:36])[CH3:37])[CH:14]1[OH:15]. Reactants: C(C)O, c1(ccccc1)C(O)=O, c12c(cccc1)cncc2. The reagents and catalysts are c1ccc(cc1)-c2c3ccccc3cc4ccccc24 (9-Phenylanthracene), CCOC(=O)C(C)S   (Et2MercapCOOEt), (Ir[dF(5CF3)ppy]2(dtbpy))PF6. The solvent is CS(=O)C (DMSO). Run at temperature 25 celsius, time 18 hour. The product is CCc1nccc2ccccc12. Reaction SMILES: OC(c1ccccc1)=O.[CH3:1][CH2:2]O.[cH:3]1[cH:12][c:11]([c:6]2[cH:5][cH:4]1)[cH:10][cH:9][n:8][cH:7]2>>[CH3:1][CH2:2][c:7]1[c:6]([c:11]2[cH:10][cH:9][n:8]1)[cH:5][cH:4][cH:3][cH:12]2. Reactants: C(C)(=O)N[C@H](C)C1=C(C=C(C(=O)OC)C=C1)Cl (Methyl (R)-4-(1-acetamidoethyl)-3-chlorobenzoate), Cl (hydrochloric acid). Procedure: Methyl (R)-4-(1-acetamidoethyl)-3-chlorobenzoate (630 mg) was added to 2N hydrochloric acid (15 ml), and the mixture was refluxed for 3 hours. After the reaction, the solvent was evaporated under reduced pressure. The residue was further boiled with toluene, and dried to give 700 mg of (R)-4-(1-aminoethyl)-3-chlorobenzoic acid hydrochloride. RXN SMILES: C([NH:4][C@@H:5]([C:7]1[CH:16]=[CH:15][C:10]([C:11]([O:13]C)=[O:12])=[CH:9][C:8]=1[Cl:17])[CH3:6])(=O)C.Cl>>[ClH:17].[NH2:4][C@@H:5]([C:7]1[CH:16]=[CH:15][C:10]([C:11]([OH:13])=[O:12])=[CH:9][C:8]=1[Cl:17])[CH3:6] |f:2.3|. The yield is 240.7%. The product is Cl.N[C@H](C)C1=C(C=C(C(=O)O)C=C1)Cl ((R)-4-(1-aminoethyl)-3-chlorobenzoic acid hydrochloride).